From a dataset of the Open Reaction Database (ORD), a public repository of structured organic reaction records. describe an organic reaction: reactants, conditions, products, and yield The reactants are N(C(=O)C)C1=CC2=C(N=C(N2)C2=C(C=C(C=C2)O)OC)C=C1 (5-acetamino-2-(2'-methoxy-4'-hydroxy-phenyl)-benzimidazole), CS(=O)(=O)Cl (methanesulfonic acid chloride). The product is N(C(=O)C)C1=CC2=C(N=C(N2)C2=C(C=C(C=C2)OS(=O)(=O)C)OC)C=C1 (5-Acetamino-2-(2'-methoxy-4'-methanesulfonyloxy-phenyl)-benzimidazole). RXN SMILES: [NH:1]([C:5]1[CH:22]=[CH:21][C:8]2[N:9]=[C:10]([C:12]3[CH:17]=[CH:16][C:15]([OH:18])=[CH:14][C:13]=3[O:19][CH3:20])[NH:11][C:7]=2[CH:6]=1)[C:2]([CH3:4])=[O:3].[CH3:23][S:24](Cl)(=[O:26])=[O:25]>>[NH:1]([C:5]1[CH:22]=[CH:21][C:8]2[N:9]=[C:10]([C:12]3[CH:17]=[CH:16][C:15]([O:18][S:24]([CH3:23])(=[O:26])=[O:25])=[CH:14][C:13]=3[O:19][CH3:20])[NH:11][C:7]=2[CH:6]=1)[C:2]([CH3:4])=[O:3]. Reported procedure: Prepared analogously to Example 1 from 5-acetamino-2-(2'-methoxy-4'-hydroxy-phenyl)-benzimidazole and methanesulfonic acid chloride.